This data is from the Open Reaction Database (ORD), a public repository of structured organic reaction records. The task is: describe an organic reaction: reactants, conditions, products, and yield Reactants: C1COCCO1, CCOC(C)=O, [Cl-], Fc1ccc(N2CC3OC3C2)cc1, [N-]=[N+]=[N-], [Na+], [Na+]. Yields the product NC1CN(c2ccc(F)cc2)CC1O. Reaction SMILES: [CH2:1]1[O:2][CH2:3][CH2:4][O:5][CH2:6]1.[CH3:26][CH2:27][O:28][C:29](=[O:30])[CH3:31].[Cl-:25].[F:7][c:8]1[cH:9][cH:10][c:11]([N:14]2[CH2:15][CH:16]3[O:17][CH:18]3[CH2:19]2)[cH:12][cH:13]1.[N-:21]=[N+:22]=[N-:23].[Na+:20].[Na+:24]>>[F:7][c:8]1[cH:9][cH:10][c:11]([N:14]2[CH2:15][CH:16]([OH:17])[CH:18]([NH2:21])[CH2:19]2)[cH:12][cH:13]1. Reactants: [OH-].[Na+] (sodium hydroxide), C(C)OC(C1=CC=C(C=C1)C=1C=NC(=CC1)OC)=O (4-(6-methoxy-pyridin-3-yl)-benzoic acid ethyl ester), Cl (HCl). Run in CO (MeOH), C1CCOC1 (THF). Conditions: temperature 35 celsius, time 1 hour. Product: COC1=CC=C(C=N1)C1=CC=C(C(=O)O)C=C1 (4-(6-methoxy-pyridin-3-yl)-benzoic acid). Yield: 93.9%. Reaction SMILES: [OH-].[Na+].C([O:5][C:6](=[O:21])[C:7]1[CH:12]=[CH:11][C:10]([C:13]2[CH:14]=[N:15][C:16]([O:19][CH3:20])=[CH:17][CH:18]=2)=[CH:9][CH:8]=1)C.Cl>CO.C1COCC1>[CH3:20][O:19][C:16]1[N:15]=[CH:14][C:13]([C:10]2[CH:11]=[CH:12][C:7]([C:6]([OH:21])=[O:5])=[CH:8][CH:9]=2)=[CH:18][CH:17]=1 |f:0.1|. Reported procedure: A 1N sodium hydroxide solution (20 mL) is added to a mixture of 4-(6-methoxy-pyridin-3-yl)-benzoic acid ethyl ester (2.43 g, 9.44 mmol) in MeOH (20 mL) and THF (20 mL) and stirred at 35° C. for 1 hour. The reaction is cooled and 1N HCl added until the pH is˜4. The precipitate is isolated by filtration and dried in a vacuum desiccator to give a the product as a white solid (2.03 g, 8.86 mmol). 1H NMR (DMSO-d6, 300 MHz) δ8.57 (d, 1H), 8.08 (dd, 1H), 7.99 (d, 2H), 7.82 (d, 2H), 6.95 (d, 1H), 3.89 (... The reactants are O (Water), ClS(=O)(=O)C=1C=C(C(=O)O)C=CC1 (3-chlorosulfonylbenzoic acid), TEA, FC(C(=O)O)(F)F.C(CC)N(C(=O)COC(CCN)=O)CCC (3-amino-propionic acid dipropylcarbamoylmethyl ester trifluoroacetate), Cl (HCl). The reagents and catalysts are CN(C)C=1C=CN=CC1 (DMAP). The solvent is C(Cl)Cl (DCM), C(Cl)Cl (DCM). Conditions: temperature 0 celsius, time 1 hour. Product: C(CC)N(C(=O)COC(=O)CCNS(=O)(=O)C=1C=C(C(=O)O)C=CC1)CCC (3-(2-Dipropylcarbamoylmethoxycarbonyl-ethylsulfamoyl)-benzoic acid). Reaction SMILES: FC(F)(F)C(O)=O.[CH2:8]([N:11]([CH2:21][CH2:22][CH3:23])[C:12]([CH2:14][O:15][C:16](=[O:20])[CH2:17][CH2:18][NH2:19])=[O:13])[CH2:9][CH3:10].Cl[S:25]([C:28]1[CH:29]=[C:30]([CH:34]=[CH:35][CH:36]=1)[C:31]([OH:33])=[O:32])(=[O:27])=[O:26].O.Cl>C(Cl)Cl.CN(C1C=CN=CC=1)C>[CH2:21]([N:11]([CH2:8][CH2:9][CH3:10])[C:12]([CH2:14][O:15][C:16]([CH2:17][CH2:18][NH:19][S:25]([C:28]1[CH:29]=[C:30]([CH:34]=[CH:35][CH:36]=1)[C:31]([OH:33])=[O:32])(=[O:27])=[O:26])=[O:20])=[O:13])[CH2:22][CH3:23] |f:0.1|. Reported procedure: To a stirred solution of 3-amino-propionic acid dipropylcarbamoylmethyl ester (step 2) (20.1 g, 75 mmol) in DCM (240 ml) at 0° C. under N2 was added DMAP (0.46 g, 3.76 mmol) followed by TEA (38.8 ml, 278 mmol). The reaction mixture was treated with a solution of 3-chlorosulfonylbenzoic acid (16.6 g, 75 mmol) in DCM (200 ml). The mixture was allowed to stir at 0° C. for 1 h and then warmed up to RT for 1 h. Water (200 ml) was added and the pH adjusted with 1N HCl (100 ml). The organic layer was s... Yields the product CN(C)C=Nc1nn(Cc2cccc(Cl)c2)c2cc(F)ccc12. RXN SMILES: [Cl:16][c:17]1[cH:18][c:19]([CH2:20][Br:21])[cH:22][cH:23][cH:24]1.[F:1][c:2]1[cH:3][cH:4][c:5]2[c:6]([N:11]=[CH:12][N:13]([CH3:14])[CH3:15])[n:7][nH:8][c:9]2[cH:10]1>>[F:1][c:2]1[cH:3][cH:4][c:5]2[c:6]([N:11]=[CH:12][N:13]([CH3:14])[CH3:15])[n:7][n:8]([CH2:20][c:19]3[cH:18][c:17]([Cl:16])[cH:24][cH:23][cH:22]3)[c:9]2[cH:10]1. The reactants are Clc1cccc(CBr)c1, CN(C)C=Nc1n[nH]c2cc(F)ccc12. The reactants are C(C)OC(=O)CCCCCCCN1C(=C(C2=CC=CC=C12)C)N1C=NC=C1 (1-(7-ethoxycarbonylheptyl)-3-methyl-2-(1-imidazolyl)indole), CN (methylamine). Solvent: C(CCC)O (n-butanol). Product: CNC(=O)CCCCCCCN1C(=C(C2=CC=CC=C12)C)N1C=NC=C1 (1-[7-(N-methylcarbamoyl)heptyl]-3-methyl-2-(1-imidazolyl)indole). RXN SMILES: C([O:3][C:4]([CH2:6][CH2:7][CH2:8][CH2:9][CH2:10][CH2:11][CH2:12][N:13]1[C:21]2[C:16](=[CH:17][CH:18]=[CH:19][CH:20]=2)[C:15]([CH3:22])=[C:14]1[N:23]1[CH:27]=[CH:26][N:25]=[CH:24]1)=O)C.[CH3:28][NH2:29]>C(O)CCC>[CH3:28][NH:29][C:4]([CH2:6][CH2:7][CH2:8][CH2:9][CH2:10][CH2:11][CH2:12][N:13]1[C:21]2[C:16](=[CH:17][CH:18]=[CH:19][CH:20]=2)[C:15]([CH3:22])=[C:14]1[N:23]1[CH:27]=[CH:26][N:25]=[CH:24]1)=[O:3]. Reported procedure: A solution of 4 g of 1-(7-ethoxycarbonylheptyl)-3-methyl-2-(1-imidazolyl)indole in 40 ml of n-butanol is saturated with methylamine and heated on a steam bath in a pressure bottle for 3 days. The reaction mixture is evaporated to dryness to yield 1-[7-(N-methylcarbamoyl)heptyl]-3-methyl-2-(1-imidazolyl)indole. Starting materials: O (H2O), Compound 3e, BrCCOC1=C(C=CC(=C1)C)[N+](=O)[O-] (1-bromo-2-(5-methyl-2-nitrophenoxy)ethane), C(=O)([O-])[O-].[K+].[K+] (K2CO3), CN1C(CCC1)=O (N-methylpyrrolidinone). Product: C(C)(C)(C)OC(=O)C=1C=CC(=C(OCCOC2=C(C=CC(=C2)C)[N+](=O)[O-])C1)[N+](=O)[O-] (1-(5-Tert-Butoxycarbonyl-2-Nitrophenoxy)-2-(5-Methyl-2-Nitrophenoxy)Ethane). RXN SMILES: Br[CH2:2][CH2:3][O:4][C:5]1[CH:10]=[C:9]([CH3:11])[CH:8]=[CH:7][C:6]=1[N+:12]([O-:14])=[O:13].[C:15]([O-:18])([O-])=[O:16].[K+].[K+].[OH2:21].CN1[CH2:27][CH2:26][CH2:25][C:24]1=[O:28]>>[C:9]([O:18][C:15]([C:26]1[CH:27]=[CH:5][C:6]([N+:12]([O-:13])=[O:21])=[C:24]([CH:25]=1)[O:28][CH2:2][CH2:3][O:4][C:5]1[CH:10]=[C:9]([CH3:11])[CH:8]=[CH:7][C:6]=1[N+:12]([O-:14])=[O:13])=[O:16])([CH3:11])([CH3:10])[CH3:8] |f:1.2.3|. Reported procedure: A mixture of Compound 3e (239 mg, 1 mmol), 1-bromo-2-(5-methyl-2-nitrophenoxy)ethane, see G. Grynkiewicz, et al. (1985), (286 mg, 1.1 mmol), K2CO3 (83 mg, 0.6 mmol) in dry N-methylpyrrolidinone (0.75 mL) was heated at 140° C. for 10 min with protection from moisture, cooled and H2O added dropwise to precipitate the product, Compound 3f. After filtration, recrystallization from EtOH gave a white solid, m.p. 113°-114° C. Yield, 383 mg (92%).